Task: describe an organic reaction: reactants, conditions, products, and yield. Dataset: the Open Reaction Database (ORD), a public repository of structured organic reaction records Reactants: C1(=CC=CC=C1)C1=NC=C(C=O)C=C1 (6-Phenylnicotinaldehyde), C1(CC1)[Mg]Br (cyclopropylmagnesium bromide). Product: C1(CC1)C(O)C=1C=NC(=CC1)C1=CC=CC=C1 (Cyclopropyl(6-phenylpyridin-3-yl)methanol). RXN SMILES: [C:1]1([C:7]2[CH:14]=[CH:13][C:10]([CH:11]=[O:12])=[CH:9][N:8]=2)[CH:6]=[CH:5][CH:4]=[CH:3][CH:2]=1.[CH:15]1([Mg]Br)[CH2:17][CH2:16]1>>[CH:15]1([CH:11]([C:10]2[CH:9]=[N:8][C:7]([C:1]3[CH:2]=[CH:3][CH:4]=[CH:5][CH:6]=3)=[CH:14][CH:13]=2)[OH:12])[CH2:17][CH2:16]1. Procedure details: Synthesized using compound 43b (227 mg, 1.24 mmol) and cyclopropylmagnesium bromide (4.96 mL, 2.48 mmol, 0.5 M in THF) according to Method D. Crude product was purified by flash chromatography on silica-gel using a mixture of hexane/ethyl acetate (3:1) as eluent. Light yellow solid. Yield: 234 mg, 84%. 1H NMR (CDCl3, 500 MHz): δH (ppm)=0.35-0.44 (m, 1H), 0.49 (dq, J=9.4, 4.7 Hz, 1H), 0.55-0.68 (m, 2H), 1.21 (qt, J=8.1, 5.0 Hz, 1H), 3.00 (br, s, 1H), 4.05 (d, J=8.2 Hz, 1H), 7.38-7.44 (m, 1H), 7.4... Run in N1=CC=CC=C1 (pyridine), ice water. The reactants are BrC(C)(C(C(C(C(C)(C)Br)Br)=O)Br)C (2,3,5,6-tetrabromo-2,6-dimethyl-4-heptanone), S(O)(O)(=O)=O (sulfuric acid), C(Cl)Cl (methylene chloride), solution, S(O)(O)(=O)=O (sulfuric acid). Procedure details: The above crude, 2,3,5,6-tetrabromo-2,6-dimethyl-4-heptanone was dissolved in 200 ml. of methylene chloride and the solution was cooled to about -10° C. with an ice-methanol bath. To this solution, 250 ml of pyridine was added under a nitrogen atmosphere. The mixture was stirred about fifteen hours while the temperature was maintained at less than 25° C. The reaction mixture was poured into 800 ml of 15% solution of sulfuric acid in ice water (prepared by the addition of ice to 400 ml of 30% of ... Yields the product BrC(=C(C)C)C(C(=C(C)C)Br)=O (3,5-Dibromo-2,6-dimethyl-2,5-heptadiene-4-one). RXN SMILES: Br[C:2]([CH3:14])([CH:4]([Br:13])[C:5](=[O:12])[CH:6]([Br:11])[C:7](Br)([CH3:9])[CH3:8])[CH3:3].C(Cl)Cl.S(=O)(=O)(O)O>N1C=CC=CC=1>[Br:11][C:6]([C:5](=[O:12])[C:4]([Br:13])=[C:2]([CH3:14])[CH3:3])=[C:7]([CH3:9])[CH3:8]. Starting materials: CC(=O)OCc1cnc(NC(=O)C(CC2CCOCC2)c2ccc(S(=O)(=O)C3CC3)c(C3CC3)c2)cn1, CO, Cl, [Na+], [OH-]. The product is O=C(Nc1cnc(CO)cn1)C(CC1CCOCC1)c1ccc(S(=O)(=O)C2CC2)c(C2CC2)c1. Reaction SMILES: [C:1](=[O:2])([CH3:3])[O:4][CH2:5][c:6]1[n:7][cH:8][c:9]([NH:12][C:13]([CH:14]([CH2:15][CH:16]2[CH2:17][CH2:18][O:19][CH2:20][CH2:21]2)[c:22]2[cH:23][c:24]([CH:34]3[CH2:35][CH2:36]3)[c:25]([S:28](=[O:29])(=[O:30])[CH:31]3[CH2:32][CH2:33]3)[cH:26][cH:27]2)=[O:37])[n:10][cH:11]1.[CH3:41][OH:42].[ClH:40].[Na+:39].[OH-:38]>>[OH:4][CH2:5][c:6]1[n:7][cH:8][c:9]([NH:12][C:13]([CH:14]([CH2:15][CH:16]2[CH2:17][CH2:18][O:19][CH2:20][CH2:21]2)[c:22]2[cH:23][c:24]([CH:34]3[CH2:35][CH2:36]3)[c:25]([S:28](=[O:29])(=[O:30])[CH:31]3[CH2:32][CH2:33]3)[cH:26][cH:27]2)=[O:37])[n:10][cH:11]1. Reactants: NC1=NC=CC(=N1)C(=O)NC(C)C=1C=NC(=C(C1)OC)OCC(F)(F)F (2-amino-N-(1-(5-methoxy-6-(2,2,2-trifluoroethoxy)pyridin-3-yl)ethyl)pyrimidine-4-carboxamide), C(C)(=O)Cl (acetyl chloride). The product is C(C)(=O)NC1=NC=CC(=N1)C(=O)NC(C)C=1C=NC(=C(C1)OC)OCC(F)(F)F (2-acetamido-N-(1-(5-methoxy-6-(2,2,2-trifluoroethoxy)pyridin-3-yl)ethyl)pyrimidine-4-carboxamide). As a reaction SMILES: [NH2:1][C:2]1[N:7]=[C:6]([C:8]([NH:10][CH:11]([C:13]2[CH:14]=[N:15][C:16]([O:21][CH2:22][C:23]([F:26])([F:25])[F:24])=[C:17]([O:19][CH3:20])[CH:18]=2)[CH3:12])=[O:9])[CH:5]=[CH:4][N:3]=1.[C:27](Cl)(=[O:29])[CH3:28]>>[C:27]([NH:1][C:2]1[N:7]=[C:6]([C:8]([NH:10][CH:11]([C:13]2[CH:14]=[N:15][C:16]([O:21][CH2:22][C:23]([F:25])([F:26])[F:24])=[C:17]([O:19][CH3:20])[CH:18]=2)[CH3:12])=[O:9])[CH:5]=[CH:4][N:3]=1)(=[O:29])[CH3:28]. Procedure details: The title compound is prepared from 2-amino-N-(1-(5-methoxy-6-(2,2,2-trifluoroethoxy)pyridin-3-yl)ethyl)pyrimidine-4-carboxamide (15 mg, 0.04 mmol, Step-1, single enantiomer) and acetyl chloride (10 mg, 0.12 mmol) according to the procedure similar to that described in Step-2 of Example 8. Reactants: FC1=C(C(=O)N=C=O)C(=CC=C1)F (2,6-difluorobenzoyl isocyanate), ClC=1C(=C(N)C=C(C1OC1=C(C=C(C=C1)Cl)Cl)C)C (3-chloro-4-(2,4-dichlorophenoxy)-2,5-dimethylaniline), CCCCCC (hexane). Run in C1(=CC=CC=C1)C (toluene). Product: ClC=1C(=C(C=C(C1OC1=C(C=C(C=C1)Cl)Cl)C)NC(=O)NC(C1=C(C=CC=C1F)F)=O)C (1-[3-chloro-4-(2,4-dichlorophenoxy)-2,5-dimethylphenyl]-3-(2,6-difluorobenzoyl) urea). The yield is 96.8%. Reaction SMILES: [Cl:1][C:2]1[C:3]([CH3:19])=[C:4]([CH:6]=[C:7]([CH3:18])[C:8]=1[O:9][C:10]1[CH:15]=[CH:14][C:13]([Cl:16])=[CH:12][C:11]=1[Cl:17])[NH2:5].[F:20][C:21]1[CH:31]=[CH:30][CH:29]=[C:28]([F:32])[C:22]=1[C:23]([N:25]=[C:26]=[O:27])=[O:24].CCCCCC>C1(C)C=CC=CC=1>[Cl:1][C:2]1[C:3]([CH3:19])=[C:4]([NH:5][C:26]([NH:25][C:23](=[O:24])[C:22]2[C:28]([F:32])=[CH:29][CH:30]=[CH:31][C:21]=2[F:20])=[O:27])[CH:6]=[C:7]([CH3:18])[C:8]=1[O:9][C:10]1[CH:15]=[CH:14][C:13]([Cl:16])=[CH:12][C:11]=1[Cl:17]. Procedure: Into a magnetically stirred solution of 3-chloro-4-(2,4-dichlorophenoxy)-2,5-dimethylaniline (1.5 grams, 4.73 mmol) prepared in Part B in toluene (15 milliliters) under nitrogen atmosphere was added neat 2,6-difluorobenzoyl isocyanate (1.3 grams, 7.10 mmol) and the mixture was refluxed for a period of 1 hour. The reaction mixture was allowed to cool and hexane (3 milliliters) was added to induce crystallization. The resultant precipitate was filtered and washed successively with hexane and tolue... RXN SMILES: [Br:1][c:2]1[cH:3][c:4]([CH:5]=[C:6]2[C:7](=[O:15])[NH:8][c:9]3[cH:10][cH:11][cH:12][cH:13][c:14]32)[cH:16][cH:17][c:18]1[O:19][CH3:20].[CH3:36][c:37]1[cH:38][cH:39][cH:40][cH:41][cH:42]1.[CH3:43][CH2:44][OH:45].[Na+:21].[Na+:22].[O-:23][C:24](=[O:25])[O-:26].[OH2:35].[cH:46]1[cH:47][cH:48][c:49]([P:50]([Pd:51]([P:52]([c:53]2[cH:54][cH:55][cH:56][cH:57][cH:58]2)([c:59]2[cH:60][cH:61][cH:62][cH:63][cH:64]2)[c:65]2[cH:66][cH:67][cH:68][cH:69][cH:70]2)([P:71]([c:72]2[cH:73][cH:74][cH:75][cH:76][cH:77]2)([c:78]2[cH:79][cH:80][cH:81][cH:82][cH:83]2)[c:84]2[cH:85][cH:86][cH:87][cH:88][cH:89]2)[P:90]([c:91]2[cH:92][cH:93][cH:94][cH:95][cH:96]2)([c:97]2[cH:98][cH:99][cH:100][cH:101][cH:102]2)[c:103]2[cH:104][cH:105][cH:106][cH:107][cH:108]2)([c:109]2[cH:110][cH:111][cH:112][cH:113][cH:114]2)[c:115]2[cH:116][cH:117][cH:118][cH:119][cH:120]2)[cH:121][cH:122]1.[s:27]1[cH:28][c:29]([B:32]([OH:33])[OH:34])[cH:30][cH:31]1>>[c:2]1(-[c:29]2[cH:28][s:27][cH:31][cH:30]2)[cH:3][c:4]([CH:5]=[C:6]2[C:7](=[O:15])[NH:8][c:9]3[cH:10][cH:11][cH:12][cH:13][c:14]32)[cH:16][cH:17][c:18]1[O:19][CH3:20]. Yields the product COc1ccc(C=C2C(=O)Nc3ccccc32)cc1-c1ccsc1. Starting materials: COc1ccc(C=C2C(=O)Nc3ccccc32)cc1Br, Cc1ccccc1, CCO, [Na+], [Na+], O=C([O-])[O-], O, c1ccc(P(c2ccccc2)(c2ccccc2)[Pd](P(c2ccccc2)(c2ccccc2)c2ccccc2)(P(c2ccccc2)(c2ccccc2)c2ccccc2)P(c2ccccc2)(c2ccccc2)c2ccccc2)cc1, OB(O)c1ccsc1. Reaction SMILES: [C:21](=[O:22])([O-:23])[O-:24].[CH2:12]([CH3:13])[O:14][CH:15]([CH2:16][Cl:17])[O:18][CH2:19][CH3:20].[CH3:1][c:2]1[c:3]([N+:9](=[O:10])[O-:11])[cH:4][c:5]([OH:8])[cH:6][cH:7]1.[CH3:29][N:30]([CH3:31])[CH:32]=[O:33].[I-:28].[K+:25].[K+:26].[Na+:27]>>[CH3:1][c:2]1[c:3]([N+:9](=[O:10])[O-:11])[cH:4][c:5]([O:8][CH2:16][CH:15]([O:14][CH2:12][CH3:13])[O:18][CH2:19][CH3:20])[cH:6][cH:7]1. Reactants: O=C([O-])[O-], CCOC(CCl)OCC, Cc1ccc(O)cc1[N+](=O)[O-], CN(C)C=O, [I-], [K+], [K+], [Na+]. Product: CCOC(COc1ccc(C)c([N+](=O)[O-])c1)OCC. Starting materials: CC(=O)O[BH-](OC(C)=O)OC(C)=O, CC(=O)O, CCOC(C)=O, O=CC1CCCCC1, ClCCCl, Nc1cc(C(F)(F)F)ccc1-c1cc(Nc2ccc3ncsc3c2)ncn1, [Na+]. Yields the product FC(F)(F)c1ccc(-c2cc(Nc3ccc4ncsc4c3)ncn2)c(NCC2CCCCC2)c1. Reaction SMILES: [C:40]([O:41][BH-:42]([O:43][C:44](=[O:45])[CH3:46])[O:47][C:48](=[O:49])[CH3:50])(=[O:51])[CH3:52].[CH3:28][C:29](=[O:30])[OH:31].[CH3:54][CH2:55][O:56][C:57]([CH3:58])=[O:59].[CH:32]1([CH:38]=[O:39])[CH2:33][CH2:34][CH2:35][CH2:36][CH2:37]1.[Cl:60][CH2:61][CH2:62][Cl:63].[NH2:1][c:2]1[c:3](-[c:12]2[cH:13][c:14]([NH:18][c:19]3[cH:20][c:21]4[c:22]([n:23][cH:24][s:25]4)[cH:26][cH:27]3)[n:15][cH:16][n:17]2)[cH:4][cH:5][c:6]([C:8]([F:9])([F:10])[F:11])[cH:7]1.[Na+:53]>>[NH:1]([c:2]1[c:3](-[c:12]2[cH:13][c:14]([NH:18][c:19]3[cH:20][c:21]4[c:22]([n:23][cH:24][s:25]4)[cH:26][cH:27]3)[n:15][cH:16][n:17]2)[cH:4][cH:5][c:6]([C:8]([F:9])([F:10])[F:11])[cH:7]1)[CH2:38][CH:32]1[CH2:33][CH2:34][CH2:35][CH2:36][CH2:37]1. Procedure: A solution of 20 mmoles of pyro-L-glutamic acid and 20 mmoles S-acetyl-penicillamine t-butyl ester toluene sulfonic acid, neutrallized with N-ethyl morpholine, in dichloromethane: DMF (4:1) is cooled in an ice bath with stirring. A solution of 20 mmoles of dicyclohexylcarbodiimide in dichloromethane is added to the above reaction mixture. The reaction mixture is stirred in an ice water bath for 1 hour and then at room temperature overnight. Dicyclohexylurea is removed by filtration and the produ... RXN SMILES: [NH2:1][C@H:2]([C:8]([OH:10])=O)[CH2:3][CH2:4][C:5]([OH:7])=[O:6].C1(C)C(S(O)(=O)=O)=CC=CC=1.[C:22]([O:26][C:27](=[O:37])[C@H:28]([C:30]([S:33][C:34](=[O:36])[CH3:35])([CH3:32])[CH3:31])[NH2:29])([CH3:25])([CH3:24])[CH3:23].C(N1CCOCC1)C.C1(N=C=NC2CCCCC2)CCCCC1>ClCCl.CN(C=O)C.ClCCl>[C:22]([O:26][C:27](=[O:37])[C@H:28]([C:30]([S:33][C:34](=[O:36])[CH3:35])([CH3:31])[CH3:32])[NH:29][C:8](=[O:10])[C@H:2]([CH2:3][CH2:4][C:5](=[O:6])[OH:7])[NH2:1])([CH3:23])([CH3:24])[CH3:25] |f:1.2,5.6|. The reactants are C1(CCCCC1)N=C=NC1CCCCC1 (dicyclohexylcarbodiimide), N[C@@H](CCC(=O)O)C(=O)O (L-glutamic acid), C=1(C(=CC=CC1)S(=O)(=O)O)C.C(C)(C)(C)OC([C@@H](N)C(C)(C)SC(C)=O)=O (S-acetyl-penicillamine t-butyl ester toluene sulfonic acid), C(C)N1CCOCC1 (N-ethyl morpholine). Run in ClCCl (dichloromethane), ClCCl.CN(C)C=O (dichloromethane DMF). Product: C(C)(C)(C)OC([C@@H](NC([C@@H](N)CCC(O)=O)=O)C(C)(C)SC(C)=O)=O (L-glutamyl-S-acetyl-penicillamine t-butyl ester).